This data is from the Open Reaction Database (ORD), a public repository of structured organic reaction records. The task is: describe an organic reaction: reactants, conditions, products, and yield The reactants are ClC=1C=CC=C2NC(C(NC12)=O)CC (8-chloro-3-ethyl-3,4-dihydroquinoxalin-2(1H)-one), C(#N)C1=C(C(=O)C(=C(C1=O)Cl)Cl)C#N (DDQ), [OH-].[Na+] (NaOH), C(#N)C1=C(C(=O)C(=C(C1=O)Cl)Cl)C#N (DDQ). The solvent is O1CCOCC1 (1,4-dioxane), O (water), C(=O)(O)[O-].[Na+] (NaHCO3). Run at time 3 hour. Yields the product ClC=1C=CC=C2N=C(C(NC12)=O)CC (8-chloro-3-ethylquinoxalin-2(1H)-one). The yield is 77.7%. As a reaction SMILES: [Cl:1][C:2]1[CH:3]=[CH:4][CH:5]=[C:6]2[C:11]=1[NH:10][C:9](=[O:12])[CH:8]([CH2:13][CH3:14])[NH:7]2.C(C1C(=O)C(Cl)=C(Cl)C(=O)C=1C#N)#N.[OH-].[Na+]>O1CCOCC1.C([O-])(O)=O.[Na+].O>[Cl:1][C:2]1[CH:3]=[CH:4][CH:5]=[C:6]2[C:11]=1[NH:10][C:9](=[O:12])[C:8]([CH2:13][CH3:14])=[N:7]2 |f:2.3,5.6|. Reported procedure: To a solution of 8-chloro-3-ethyl-3,4-dihydroquinoxalin-2(1H)-one (1.30 Kg, 6.17 mol) in anhydrous 1,4-dioxane (15 L) was added DDQ (1.47 Kg, 6.48 mol). The reaction mixture was stirred for 3 h (the internal temperature went up to 45° C. after DDQ addition). After this time LC-MS analysis showed that the reaction was complete. The mixture was evaporated under reduced pressure to give a brown residue. To this residue was added 2M aqueous NaOH to adjust the pH to 7-8. The resulting yellow solid wa... Starting materials: BrCc1ccccc1, O=C([O-])[O-], CN(C)C=O, CCOC(C)=O, Cn1c(=O)[nH]c(=O)c2[nH]c(Cl)nc21, [K+], [K+], O. Yields the product Cn1c(=O)[nH]c(=O)c2c1nc(Cl)n2Cc1ccccc1. As a reaction SMILES: [Br:20][CH2:21][c:22]1[cH:23][cH:24][cH:25][cH:26][cH:27]1.[C:14](=[O:15])([O-:16])[O-:17].[CH3:28][N:29]([CH3:30])[CH:31]=[O:32].[CH3:33][CH2:34][O:35][C:36](=[O:37])[CH3:38].[Cl:1][c:2]1[n:3][c:4]2[n:5]([CH3:13])[c:6](=[O:12])[nH:7][c:8](=[O:11])[c:9]2[nH:10]1.[K+:18].[K+:19].[OH2:39]>>[Cl:1][c:2]1[n:3][c:4]2[n:5]([CH3:13])[c:6](=[O:12])[nH:7][c:8](=[O:11])[c:9]2[n:10]1[CH2:21][c:22]1[cH:23][cH:24][cH:25][cH:26][cH:27]1. Reactants: C(=O)(OCC1=CC=CC=C1)N1[C@@H](CCCC1)C(=O)O ((S)-1-(Carbobenzyloxy)-2-piperidinecarboxylic acid), Cl.NCC(=O)C1=CC=CC=C1 (2-amino-1phenyl-ethanone hydrochloride), ON1N=NC2=C1C=CC=C2 (HOBT), CN(CCCCN=C=NCC)C ((4-dimethylamino-butyl)-ethyl-carbodiimide), CN1CCOCC1 (NMM). Solvent: ClCCl (dichloromethane), O (water). Reaction conditions: temperature 0 celsius. The product is C(C1=CC=CC=C1)OC(=O)N1C(CCCC1)C(NCC(C1=CC=CC=C1)=O)=O (2-(2-oxo-2-phenyl-ethylcarbamoyl)-piperidine-1-carboxylic acid benzyl ester). Reaction SMILES: [C:1]([N:11]1[CH2:16][CH2:15][CH2:14][CH2:13][C@H:12]1[C:17]([OH:19])=O)([O:3][CH2:4][C:5]1[CH:10]=[CH:9][CH:8]=[CH:7][CH:6]=1)=[O:2].Cl.[NH2:21][CH2:22][C:23]([C:25]1[CH:30]=[CH:29][CH:28]=[CH:27][CH:26]=1)=[O:24].ON1C2C=CC=CC=2N=N1.CN(C)CCCCN=C=NCC.CN1CCOCC1>ClCCl.O>[CH2:4]([O:3][C:1]([N:11]1[CH2:16][CH2:15][CH2:14][CH2:13][CH:12]1[C:17](=[O:19])[NH:21][CH2:22][C:23](=[O:24])[C:25]1[CH:30]=[CH:29][CH:28]=[CH:27][CH:26]=1)=[O:2])[C:5]1[CH:6]=[CH:7][CH:8]=[CH:9][CH:10]=1 |f:1.2|. Procedure details: (S)-1-(Carbobenzyloxy)-2-piperidinecarboxylic acid (15.8 g, 60 mmol), 2-amino-1phenyl-ethanone hydrochloride (10.30 g, 60 mmol), and HOBT (1-hydroxybenzo-triazole) (16.20 g, 120 mmol) were mixed in dichloromethane (400 mL). The stirring mixture was cooled to 0° C. and then (4-dimethylamino-butyl)-ethyl-carbodiimide (14.90 g, 78 mmol) and NMM (N-methyl-morpholine) (7.27 g, 72 mmol) were added. The reaction mixture was then warmed to room temperature. After 16 hours the reaction mixture was treate... Starting materials: O=C1NC(=O)c2ccccc21, CN(C)C=O, Cc1ccccc1C(=O)Nc1ccc(C(=O)N2CCCC(OCCOS(C)(=O)=O)c3cc(Cl)ccc32)cn1, [K]. The product is Cc1ccccc1C(=O)Nc1ccc(C(=O)N2CCCC(OCCN3C(=O)c4ccccc4C3=O)c3cc(Cl)ccc32)cn1. Reaction SMILES: [C:39]1(=[O:49])[c:40]2[c:41]([cH:45][cH:46][cH:47][cH:48]2)[C:42](=[O:44])[NH:43]1.[CH3:51][N:52]([CH3:53])[CH:54]=[O:55].[Cl:1][c:2]1[cH:3][cH:4][c:5]2[c:6]([cH:38]1)[CH:7]([O:30][CH2:31][CH2:32][O:33][S:34]([CH3:35])(=[O:36])=[O:37])[CH2:8][CH2:9][CH2:10][N:11]2[C:12]([c:13]1[cH:14][n:15][c:16]([NH:19][C:20]([c:21]2[c:22]([CH3:27])[cH:23][cH:24][cH:25][cH:26]2)=[O:28])[cH:17][cH:18]1)=[O:29].[K:50]>>[Cl:1][c:2]1[cH:3][cH:4][c:5]2[c:6]([cH:38]1)[CH:7]([O:30][CH2:31][CH2:32][N:43]1[C:39](=[O:49])[c:40]3[c:41]([cH:45][cH:46][cH:47][cH:48]3)[C:42]1=[O:44])[CH2:8][CH2:9][CH2:10][N:11]2[C:12]([c:13]1[cH:14][n:15][c:16]([NH:19][C:20]([c:21]2[c:22]([CH3:27])[cH:23][cH:24][cH:25][cH:26]2)=[O:28])[cH:17][cH:18]1)=[O:29]. Reactants: [BH3-]C#N, CCOC(=O)C1CCC(=O)CC1, CC(=O)O, CO, FC(F)(F)c1cc(COCC(c2ccccc2)N2CCNCC2)cc(C(F)(F)F)c1, [Na+]. Yields the product CCOC(=O)C1CCC(N2CCN(C(COCc3cc(C(F)(F)F)cc(C(F)(F)F)c3)c3ccccc3)CC2)CC1. RXN SMILES: [C:47]([BH3-:48])#[N:49].[CH2:35]([CH3:36])[O:37][C:38](=[O:39])[CH:40]1[CH2:41][CH2:42][C:43](=[O:46])[CH2:44][CH2:45]1.[CH3:31][C:32](=[O:33])[OH:34].[CH3:51][OH:52].[F:1][C:2]([c:3]1[cH:4][c:5]([CH2:6][O:7][CH2:8][CH:9]([c:10]2[cH:11][cH:12][cH:13][cH:14][cH:15]2)[N:16]2[CH2:17][CH2:18][NH:19][CH2:20][CH2:21]2)[cH:22][c:23]([C:25]([F:26])([F:27])[F:28])[cH:24]1)([F:29])[F:30].[Na+:50]>>[F:1][C:2]([c:3]1[cH:4][c:5]([CH2:6][O:7][CH2:8][CH:9]([c:10]2[cH:11][cH:12][cH:13][cH:14][cH:15]2)[N:16]2[CH2:17][CH2:18][N:19]([CH:43]3[CH2:42][CH2:41][CH:40]([C:38]([O:37][CH2:35][CH3:36])=[O:39])[CH2:45][CH2:44]3)[CH2:20][CH2:21]2)[cH:22][c:23]([C:25]([F:26])([F:27])[F:28])[cH:24]1)([F:29])[F:30]. The reactants are CC(C)(C)OC(=O)N1CCC(O)C1, Clc1ncc(Br)cn1. The product is CC(C)(C)OC(=O)N1CCC(Oc2ncc(Br)cn2)C1. As a reaction SMILES: [C:1]([CH3:2])([CH3:3])([CH3:4])[O:5][C:6](=[O:7])[N:8]1[CH2:9][CH:10]([OH:13])[CH2:11][CH2:12]1.[Cl:14][c:15]1[n:16][cH:17][c:18]([Br:21])[cH:19][n:20]1>>[C:1]([CH3:2])([CH3:3])([CH3:4])[O:5][C:6](=[O:7])[N:8]1[CH2:9][CH:10]([O:13][c:15]2[n:16][cH:17][c:18]([Br:21])[cH:19][n:20]2)[CH2:11][CH2:12]1.